From a dataset of the Open Reaction Database (ORD), a public repository of structured organic reaction records. describe an organic reaction: reactants, conditions, products, and yield Starting materials: S=C=S, CCO, CCN(C(C)C)C(C)C, NCC(Nc1ccc(Oc2ccc(Cl)cc2)cc1)c1cccc(C(F)(F)F)c1. The product is FC(F)(F)c1cccc(C2CNC(=S)N2c2ccc(Oc3ccc(Cl)cc3)cc2)c1. As a reaction SMILES: [C:29](=[S:30])=[S:31].[CH3:41][CH2:42][OH:43].[CH:32]([N:33]([CH2:34][CH3:35])[CH:36]([CH3:37])[CH3:38])([CH3:39])[CH3:40].[Cl:1][c:2]1[cH:3][cH:4][c:5]([O:6][c:7]2[cH:8][cH:9][c:10]([NH:13][CH:14]([CH2:15][NH2:16])[c:17]3[cH:18][c:19]([C:23]([F:24])([F:25])[F:26])[cH:20][cH:21][cH:22]3)[cH:11][cH:12]2)[cH:27][cH:28]1>>[Cl:1][c:2]1[cH:3][cH:4][c:5]([O:6][c:7]2[cH:8][cH:9][c:10]([N:13]3[CH:14]([c:17]4[cH:18][c:19]([C:23]([F:24])([F:25])[F:26])[cH:20][cH:21][cH:22]4)[CH2:15][NH:16][C:29]3=[S:30])[cH:11][cH:12]2)[cH:27][cH:28]1.